From a dataset of the Open Reaction Database (ORD), a public repository of structured organic reaction records. describe an organic reaction: reactants, conditions, products, and yield Starting materials: [BH4-], O=Cc1ccc(Sc2ccccc2Br)cc1, CCO, [Na+]. Product: OCc1ccc(Sc2ccccc2Br)cc1. Reaction SMILES: [BH4-:17].[Br:1][c:2]1[c:3]([S:8][c:9]2[cH:10][cH:11][c:12]([CH:13]=[O:14])[cH:15][cH:16]2)[cH:4][cH:5][cH:6][cH:7]1.[CH3:19][CH2:20][OH:21].[Na+:18]>>[Br:1][c:2]1[c:3]([S:8][c:9]2[cH:10][cH:11][c:12]([CH2:13][OH:14])[cH:15][cH:16]2)[cH:4][cH:5][cH:6][cH:7]1. The reactants are CC1(C)C=CC(=O)CC1, Cl, [Na], O, O=S(O)c1ccccc1. Yields the product CC1(C)CCC(=O)CC1S(=O)(=O)c1ccccc1. Reaction SMILES: [CH3:11][C:12]1([CH3:19])[CH:13]=[CH:14][C:15](=[O:18])[CH2:16][CH2:17]1.[ClH:20].[Na:1].[OH2:21].[c:2]1([S:8](=[O:9])[OH:10])[cH:3][cH:4][cH:5][cH:6][cH:7]1>>[c:2]1([S:8](=[O:9])(=[O:10])[CH:13]2[C:12]([CH3:11])([CH3:19])[CH2:17][CH2:16][C:15](=[O:18])[CH2:14]2)[cH:3][cH:4][cH:5][cH:6][cH:7]1. Procedure details: The title compound was synthesized in analogy to Example 1, using 6-(3-chlorophenyl)-2-pyridinecarboxylic acid (CAN 863704-38-5) and 1-methyl-1-[1,3,4]oxadiazol-2-yl-ethylamine as starting materials, MS (LC/MS): 343.0 [M+H]+. The reactants are ClC=1C=C(C=CC1)C1=CC=CC(=N1)C(=O)O (6-(3-chlorophenyl)-2-pyridinecarboxylic acid), CC(C)(C=1OC=NN1)N (1-methyl-1-[1,3,4]oxadiazol-2-yl-ethylamine). Yields the product CC(C)(C=1OC=NN1)NC(=O)C1=NC(=CC=C1)C1=CC(=CC=C1)Cl (6-(3-Chloro-phenyl)-pyridine-2-carboxylic acid (1-methyl-1-[1,3,4]oxadiazol-2-yl-ethyl)-amide). RXN SMILES: [Cl:1][C:2]1[CH:3]=[C:4]([C:8]2[N:13]=[C:12]([C:14]([OH:16])=O)[CH:11]=[CH:10][CH:9]=2)[CH:5]=[CH:6][CH:7]=1.[CH3:17][C:18]([NH2:25])([C:20]1[O:21][CH:22]=[N:23][N:24]=1)[CH3:19]>>[CH3:17][C:18]([NH:25][C:14]([C:12]1[CH:11]=[CH:10][CH:9]=[C:8]([C:4]2[CH:5]=[CH:6][CH:7]=[C:2]([Cl:1])[CH:3]=2)[N:13]=1)=[O:16])([C:20]1[O:21][CH:22]=[N:23][N:24]=1)[CH3:19]. The yield is 58.0%. The product is C(C1=CC=CC=C1)[C@H]1N=C2C=3NC(=NC3N=C(N2C1)CC)C1CCCC1 ((R)-8-Benzyl-2-cyclopentyl-5-ethyl-7,8-dihydro-1H-imidazo[2,1-i]purine). Solvent: O1CCCC1 (tetrahydrofuran), O1CCCC1 (tetrahydrofuran). Reaction SMILES: [CH2:1]([C@@H:8]1[CH2:19][N:18]2[C:10]([C:11]3[NH:12][C:13]([CH:21]4[CH2:25][CH2:24][CH2:23][CH2:22]4)=[N:14][C:15]=3[N:16]=[C:17]2Cl)=[N:9]1)[C:2]1[CH:7]=[CH:6][CH:5]=[CH:4][CH:3]=1.[CH2:26]([Mg]Br)[CH3:27].O.C(OCC)(=O)C>O1CCCC1>[CH2:1]([C@@H:8]1[CH2:19][N:18]2[C:10]([C:11]3[NH:12][C:13]([CH:21]4[CH2:25][CH2:24][CH2:23][CH2:22]4)=[N:14][C:15]=3[N:16]=[C:17]2[CH2:26][CH3:27])=[N:9]1)[C:2]1[CH:7]=[CH:6][CH:5]=[CH:4][CH:3]=1. Procedure details: Compound 67a (82 mg, 0.20 mmol) obtained in Example 67 was dissolved in tetrahydrofuran (1 mL), to the solution was added a 1 mol/L solution (2 mL) of ethyl magnesium bromide in tetrahydrofuran, and the mixture was stirred at 60° C. for 1 hour. To the reaction mixture was added water and the mixture was stirred. Ethyl acetate was added to the mixture and the organic layer was washed with water and dried over magnesium sulfate. The organic layer was concentrated and to the residue were added dich... Reaction conditions: temperature 60 celsius, time 1 hour. Starting materials: solution, C(C)[Mg]Br (ethyl magnesium bromide), O (water), C(C1=CC=CC=C1)[C@H]1N=C2C=3NC(=NC3N=C(N2C1)Cl)C1CCCC1 ((R)-8-benzyl-5-chloro-2-cyclopentyl-7,8-dihydro-1H-imidazo[2,1-i]purine), C(C)(=O)OCC (Ethyl acetate). The reactants are CC(=O)O, O=N[O-], Cn1c(N)cc(=O)[nH]c1=O, [Na+], O. Product: Cn1c(N)c(N)c(=O)[nH]c1=O. Reaction SMILES: [CH3:1][C:2](=[O:3])[OH:4].[N:15]([O-:16])=[O:17].[NH2:5][c:6]1[cH:7][c:8](=[O:14])[nH:9][c:10](=[O:13])[n:11]1[CH3:12].[Na+:18].[OH2:19]>>[NH2:5][c:6]1[c:7]([NH2:15])[c:8](=[O:14])[nH:9][c:10](=[O:13])[n:11]1[CH3:12]. The reactants are CNCCC#CC1=NC=CC=C1 (N-methyl-4-(pyridin-2-yl)but-3-yn-1-amine), CC1=CC=C(C(=O)Cl)C=C1 (4-methylbenzoyl chloride). Yields the product CN(C(C1=CC=C(C=C1)C)=O)CCC#CC1=NC=CC=C1 (N,4-Dimethyl-N-(4-(pyridin-2-yl)but-3-ynyl)benzamide), C(C1=CC=CC=C1)(=O)N (benzamide). Isolated yield 36.0%. Reaction SMILES: [CH3:1][NH:2][CH2:3][CH2:4][C:5]#[C:6][C:7]1[CH:12]=[CH:11][CH:10]=[CH:9][N:8]=1.[CH3:13][C:14]1[CH:22]=[CH:21][C:17]([C:18](Cl)=[O:19])=[CH:16][CH:15]=1>>[CH3:1][N:2]([CH2:3][CH2:4][C:5]#[C:6][C:7]1[CH:12]=[CH:11][CH:10]=[CH:9][N:8]=1)[C:18](=[O:19])[C:17]1[CH:21]=[CH:22][C:14]([CH3:13])=[CH:15][CH:16]=1.[C:9]([NH2:8])(=[O:19])[C:10]1[CH:5]=[CH:6][CH:7]=[CH:12][CH:11]=1. Reported procedure: The title compound was prepared in accordance with the general method of Example 199(D), from N-methyl-4-(pyridin-2-yl)but-3-yn-1-amine (50 mg, 0.31 mmol) and 4-methylbenzoyl chloride (58 mg, 0.37 mmol). The crude residue was purified over silicagel chromatography (prepacked 10 g silicagel column, DCM/MeOH: from 100/0 to 98/2 as eluent) to afford 31 mg of N,4-dimethyl-N-(4-pyridin-2-yl)but-3-ynyl)benzamide as a brown oil (Yield: 36%). Reactants: CC1CC(OC(=O)c2ccc([N+](=O)[O-])cc2)c2ncnc(N3CC4(CCN(C(=O)OC(C)(C)C)CC4)c4c(CNC(=O)OC(C)(C)C)cccc43)c21, O=C1CCC(=O)N1Cl, ClCCl. Yields the product CC1CC(OC(=O)c2ccc([N+](=O)[O-])cc2)c2ncnc(N3CC4(CCN(C(=O)OC(C)(C)C)CC4)c4c3ccc(Cl)c4CNC(=O)OC(C)(C)C)c21. Reaction SMILES: [C:1]([CH3:2])([CH3:3])([CH3:4])[O:5][C:6](=[O:7])[NH:8][CH2:9][c:10]1[c:11]2[c:15]([cH:16][cH:17][cH:18]1)[N:14]([c:19]1[c:20]3[c:21]([n:22][cH:23][n:24]1)[CH:25]([O:29][C:30]([c:31]1[cH:32][cH:33][c:34]([N+:37](=[O:38])[O-:39])[cH:35][cH:36]1)=[O:40])[CH2:26][CH:27]3[CH3:28])[CH2:13][C:12]21[CH2:41][CH2:42][N:43]([C:46](=[O:47])[O:48][C:49]([CH3:50])([CH3:51])[CH3:52])[CH2:44][CH2:45]1.[Cl:53][N:54]1[C:55](=[O:56])[CH2:57][CH2:58][C:59]1=[O:60].[Cl:61][CH2:62][Cl:63]>>[C:1]([CH3:2])([CH3:3])([CH3:4])[O:5][C:6](=[O:7])[NH:8][CH2:9][c:10]1[c:11]2[c:15]([cH:16][cH:17][c:18]1[Cl:53])[N:14]([c:19]1[c:20]3[c:21]([n:22][cH:23][n:24]1)[CH:25]([O:29][C:30]([c:31]1[cH:32][cH:33][c:34]([N+:37](=[O:38])[O-:39])[cH:35][cH:36]1)=[O:40])[CH2:26][CH:27]3[CH3:28])[CH2:13][C:12]21[CH2:41][CH2:42][N:43]([C:46](=[O:47])[O:48][C:49]([CH3:50])([CH3:51])[CH3:52])[CH2:44][CH2:45]1.